From a dataset of the Open Reaction Database (ORD), a public repository of structured organic reaction records. describe an organic reaction: reactants, conditions, products, and yield Reactants: C(C)N1C(N(C2=NC=C(C=C21)F)C2=CC=C(C=C2)O)=O (1-ethyl-6-fluoro-3-(4-hydroxyphenyl)-1,3-dihydro-2H-imidazo[4,5-b]pyridin-2-one), [H-].[Na+] (sodium hydride), O (water), CN1C(=NC=2C1=NC=CC2)S(=O)(=O)C (3-methyl-2-(methylsulfonyl)-3H-imidazo[4,5-b]pyridine). Solvent: CN(C)C=O (DMF). Reaction conditions: time 30 minute. The product is C(C)N1C(N(C2=NC=C(C=C21)F)C2=CC=C(C=C2)OC2=NC=1C(=NC=CC1)N2C)=O (1-ethyl-6-fluoro-3-{4-[(3-methyl-3H-imidazo[4,5-b]pyridin-2-yl)oxy]phenyl}-1,3-dihydro-2H-imidazo[4,5-b]pyridin-2-one). Isolated yield 64.9%. Reaction SMILES: [CH2:1]([N:3]1[C:11]2[C:6](=[N:7][CH:8]=[C:9]([F:12])[CH:10]=2)[N:5]([C:13]2[CH:18]=[CH:17][C:16]([OH:19])=[CH:15][CH:14]=2)[C:4]1=[O:20])[CH3:2].[H-].[Na+].[CH3:23][N:24]1[C:28]2=[N:29][CH:30]=[CH:31][CH:32]=[C:27]2[N:26]=[C:25]1S(C)(=O)=O.O>CN(C=O)C>[CH2:1]([N:3]1[C:11]2[C:6](=[N:7][CH:8]=[C:9]([F:12])[CH:10]=2)[N:5]([C:13]2[CH:18]=[CH:17][C:16]([O:19][C:25]3[N:24]([CH3:23])[C:28]4=[N:29][CH:30]=[CH:31][CH:32]=[C:27]4[N:26]=3)=[CH:15][CH:14]=2)[C:4]1=[O:20])[CH3:2] |f:1.2|. Procedure: To a stirred solution of 1-ethyl-6-fluoro-3-(4-hydroxyphenyl)-1,3-dihydro-2H-imidazo[4,5-b]pyridin-2-one (100 mg) in DMF (4 mL) was added 60% sodium hydride (13.2 mg) at room temperature. The mixture was stirred at room temperature for 30 min, and then 3-methyl-2-(methylsulfonyl)-3H-imidazo[4,5-b]pyridine (85 mg) was added. The mixture was exposed to microwave irradiation at 180° C. for 30 min, treated with water, and extracted with AcOEt. The organic layer was dried over MgSO4 and concentrated ... Run at time 1 hour. Reactants: C(C)OCC (Ethyl ether), BrC1=CC=C(C=C1)CC(C(C)O)C1=CC=C(C=C1)Cl ((2RS,3SR)-4-(4-bromophenyl)-3-(4-chlorophenyl)-2-butanol), [Si](C)(C)(C(C)(C)C)Cl (tert-butyldimethylsilyl chloride), N1C=NC=C1 (imidazole). Yields the product BrC1=CC=C(C=C1)CC(C(C)O[Si](C)(C)C(C)(C)C)C1=CC=C(C=C1)Cl ((2RS,3SR)-4-(4-bromophenyl)-2-(tert-butyldimethylsilyloxy)-3-(4-chlorophenyl)butane). Solvent: O (water), CN(C=O)C (dimethylformamide). Isolated yield 98.2%. Reported procedure: 1.54 g of (2RS,3SR)-4-(4-bromophenyl)-3-(4-chlorophenyl)-2-butanol (prepared in the same manner as in Reference Example 1) was dissolved in 45 ml of dimethylformamide, and 1.4 g of tert-butyldimethylsilyl chloride and 1.2 g of imidazole were added thereto, followed by stirring at room temperature for one hour. Ethyl ether and water were added to the reaction solution for extraction. The organic layer was washed with a saturated sodium chloride aqueous solution and then dried over anhydrous magne... Reaction SMILES: [Br:1][C:2]1[CH:7]=[CH:6][C:5]([CH2:8][CH:9]([C:13]2[CH:18]=[CH:17][C:16]([Cl:19])=[CH:15][CH:14]=2)[CH:10]([OH:12])[CH3:11])=[CH:4][CH:3]=1.[Si:20](Cl)([C:23]([CH3:26])([CH3:25])[CH3:24])([CH3:22])[CH3:21].N1C=CN=C1.C(OCC)C>CN(C)C=O.O>[Br:1][C:2]1[CH:7]=[CH:6][C:5]([CH2:8][CH:9]([C:13]2[CH:14]=[CH:15][C:16]([Cl:19])=[CH:17][CH:18]=2)[CH:10]([O:12][Si:20]([C:23]([CH3:26])([CH3:25])[CH3:24])([CH3:22])[CH3:21])[CH3:11])=[CH:4][CH:3]=1. The reactants are Cl[O-].[Na+] (sodiumhypochlorite), Cl[O-].[Na+] (sodiumhypochlorite), C(=O)(O)[O-].[Na+] (NaHCO3), C[C@H](CO)CC=1C=C2N=CC=NC2=CC1 ((S)-2-methyl-3-quinoxalin-6-yl-propan-1-ol), CC1(CCCC(N1[O])(C)C)C (TEMPO), [K+].[Br-] (KBr). Run in O (water), C1(=CC=CC=C1)C (toluene), O (water). Run at time 5 minute. Product: C[C@H](C=O)CC=1C=C2N=CC=NC2=CC1 ((S)-2-Methyl-3-quinoxalin-6-yl-propionaldehyde). Reaction SMILES: [CH3:1][C@@H:2]([CH2:5][C:6]1[CH:7]=[C:8]2[C:13](=[CH:14][CH:15]=1)[N:12]=[CH:11][CH:10]=[N:9]2)[CH2:3][OH:4].CC1(C)N([O])C(C)(C)CCC1.[K+].[Br-].Cl[O-].[Na+].C([O-])(O)=O.[Na+]>C1(C)C=CC=CC=1.O>[CH3:1][C@@H:2]([CH2:5][C:6]1[CH:7]=[C:8]2[C:13](=[CH:14][CH:15]=1)[N:12]=[CH:11][CH:10]=[N:9]2)[CH:3]=[O:4] |f:2.3,4.5,6.7,^1:19|. Reported procedure: A solution of crude (S)-2-methyl-3-quinoxalin-6-yl-propan-1-ol (3.68 g, 18.19 mmol) in toluene (37 ml) is treated with TEMPO (28.4 mg, 0.152 mmol) and KBr (216.5 mg, 1.82 mmol) in 0.9 ml water. 37 ml of a 0.5 M sodiumhypochlorite solution of pH 8-9 (prepared by mixing 34 ml 0.75 M sodiumhypochlorite solution with 16 ml water and 0.85 g NaHCO3) is added dropwise over 20 minutes at 5° to 8°. After 5 minutes stifling at 0°, the two phase mixture is filtered over Hyflo, the phases separated, the org... Reactants: COC1OC2COC(C)(C)OC2C1OS(=O)(=O)c1ccc(C)cc1, CC(=O)O, O. Product: COC1OC(CO)C(O)C1OS(=O)(=O)c1ccc(C)cc1. Reaction SMILES: [CH3:1][c:2]1[cH:3][cH:4][c:5]([S:8](=[O:9])(=[O:10])[O:11][CH:12]2[CH:13]([O:23][CH3:24])[O:14][CH:15]3[CH:16]2[O:17][C:18]([CH3:21])([CH3:22])[O:19][CH2:20]3)[cH:6][cH:7]1.[CH3:25][C:26](=[O:27])[OH:28].[OH2:29]>>[CH3:1][c:2]1[cH:3][cH:4][c:5]([S:8](=[O:9])(=[O:10])[O:11][CH:12]2[CH:13]([O:23][CH3:24])[O:14][CH:15]([CH2:20][OH:19])[CH:16]2[OH:17])[cH:6][cH:7]1. The reactants are CN1CCCC1=O, [Cl-], [Li+], C1CCCCCCCC2OC2CCCCCC1. Product: O=C1CCCCCCCCCCCCCCC1. RXN SMILES: [CH3:20][N:21]1[CH2:22][CH2:23][CH2:24][C:25]1=[O:26].[Cl-:19].[Li+:18].[O:1]1[CH:2]2[CH:3]1[CH2:4][CH2:5][CH2:6][CH2:7][CH2:8][CH2:9][CH2:10][CH2:11][CH2:12][CH2:13][CH2:14][CH2:15][CH2:16][CH2:17]2>>[O:1]=[C:2]1[CH2:3][CH2:4][CH2:5][CH2:6][CH2:7][CH2:8][CH2:9][CH2:10][CH2:11][CH2:12][CH2:13][CH2:14][CH2:15][CH2:16][CH2:17]1. Reactants: ClC1=CC=C(C=C1)C=C(CN1N=CN=C1)CN1N=CN=C1 (1-(4-chlorophenyl)-3-(1,2,4-triazol-1-yl)-2-(1,2,4-triazol-1-ylmethyl)propene). Reagents/catalysts: [Pd] (Palladium on charcoal). The solvent is C(C)O (ethanol). The product is ClC1=CC=C(CC(CN2N=CN=C2)CN2N=CN=C2)C=C1 (2-(4-chlorobenzyl)1,3-bis(1,2,4-triazol-1-yl)propane). Reaction SMILES: [Cl:1][C:2]1[CH:7]=[CH:6][C:5]([CH:8]=[C:9]([CH2:16][N:17]2[CH:21]=[N:20][CH:19]=[N:18]2)[CH2:10][N:11]2[CH:15]=[N:14][CH:13]=[N:12]2)=[CH:4][CH:3]=1>[Pd].C(O)C>[Cl:1][C:2]1[CH:3]=[CH:4][C:5]([CH2:8][CH:9]([CH2:16][N:17]2[CH:21]=[N:20][CH:19]=[N:18]2)[CH2:10][N:11]2[CH:15]=[N:14][CH:13]=[N:12]2)=[CH:6][CH:7]=1. Procedure: 10% Palladium on charcoal (200 mg) was added under argon to a solution of 1-(4-chlorophenyl)-3-(1,2,4-triazol-1-yl)-2-(1,2,4-triazol-1-ylmethyl)propene (750 mg) in absolute ethanol (50 ml). After uptake of the theoretical amount of hydrogen, the reaction mixture was filtered through Kieselguhr ( Celite-- trademark) and evaporated to dryness under reduced pressure. The residual oil was purified by chromatography on silica, using chloroform as eluent, and after evaporation of the solvent, the resi... Reactants: FC(C1=CC=C(C=C1)[C@H]1NCCC2=CC=CC=C12)(F)F ((R)-1-(4-(trifluoromethyl)phenyl)-1,2,3,4-tetrahydroisoquinoline), FC(CNC(OC1=CC=C(C=C1)[N+](=O)[O-])=O)(F)F (4-nitrophenyl 2,2,2-trifluoroethylcarbamate). The solvent is CC#N (MeCN). Product: FC(CNC(=O)N1[C@@H](C2=CC=CC=C2CC1)C1=CC=C(C=C1)C(F)(F)F)(F)F ((R)—N-(2,2,2-Trifluoroethyl)-1-(4-(trifluoromethyl)phenyl)-3,4-dihydroisoquinoline-2(1H)-carboxamide). As a reaction SMILES: [F:1][C:2]([F:20])([F:19])[C:3]1[CH:8]=[CH:7][C:6]([C@@H:9]2[C:18]3[C:13](=[CH:14][CH:15]=[CH:16][CH:17]=3)[CH2:12][CH2:11][NH:10]2)=[CH:5][CH:4]=1.[F:21][C:22]([F:38])([F:37])[CH2:23][NH:24][C:25](=O)[O:26]C1C=CC([N+]([O-])=O)=CC=1>CC#N>[F:21][C:22]([F:38])([F:37])[CH2:23][NH:24][C:25]([N:10]1[CH2:11][CH2:12][C:13]2[C:18](=[CH:17][CH:16]=[CH:15][CH:14]=2)[C@H:9]1[C:6]1[CH:5]=[CH:4][C:3]([C:2]([F:1])([F:19])[F:20])=[CH:8][CH:7]=1)=[O:26]. Procedure details: To a solution of (R)-1-(4-(trifluoromethyl)phenyl)-1,2,3,4-tetrahydroisoquinoline (150 mg, 541 μmol, Example 87, Step 3) in MeCN (2 mL) was added 4-nitrophenyl 2,2,2-trifluoroethylcarbamate (286 mg, 1082 μmol). The resulting mixture was then subjected to a microwave irradiation at 100° C. for 15 min. Then, the solvent was removed and the residue was dissolved in a solution of DMSO and MeOH (1:1, 2 mL). The solution mixture was then purified by preparative HPLC (0%-100% MeCN 0.1% TFA/H2O 0.1% TFA... Starting materials: BrC1=C(C=O)C=C(C=C1)Cl (2-bromo-5-chlorobenzaldehyde), C(C)(=O)NC(C(=O)OC)=C (methyl 2-acetamidoacrylate). Yields the product ClC1=CC=C2C=C(N=CC2=C1)C(=O)OC (methyl 7-chloro-isoquinoline-3-carboxylate). The yield is 25.0%. As a reaction SMILES: Br[C:2]1[CH:9]=[CH:8][C:7]([Cl:10])=[CH:6][C:3]=1[CH:4]=O.C([NH:14][C:15](=[CH2:20])[C:16]([O:18][CH3:19])=[O:17])(=O)C>>[Cl:10][C:7]1[CH:6]=[C:3]2[C:2]([CH:20]=[C:15]([C:16]([O:18][CH3:19])=[O:17])[N:14]=[CH:4]2)=[CH:9][CH:8]=1. Procedure: methyl 7-chloro-isoquinoline-3-carboxylate was prepared using the procedure described in example 12A: 2-bromo-5-chlorobenzaldehyde was reacted with methyl 2-acetamidoacrylate at 110° C. for 24 hours to yield methyl 7-chloro-isoquinoline-3-carboxylate (25%) as brown solid. Starting materials: CC(C)(C)OC(=O)N1CCCCC1CN, N#Cc1ccnc(Cl)c1. Product: CC(C)(C)OC(=O)N1CCCCC1CNc1cc(C#N)ccn1. As a reaction SMILES: [C:1]([CH3:2])([CH3:3])([CH3:4])[O:5][C:6](=[O:7])[N:8]1[CH:9]([CH2:14][NH2:15])[CH2:10][CH2:11][CH2:12][CH2:13]1.[Cl:16][c:17]1[n:18][cH:19][cH:20][c:21]([C:23]#[N:24])[cH:22]1>>[C:1]([CH3:2])([CH3:3])([CH3:4])[O:5][C:6](=[O:7])[N:8]1[CH:9]([CH2:14][NH:15][c:17]2[n:18][cH:19][cH:20][c:21]([C:23]#[N:24])[cH:22]2)[CH2:10][CH2:11][CH2:12][CH2:13]1. RXN SMILES: [OH:1][C@@H:2]1[C@H:7]2[C@H:8]3[C@H:17]([CH2:18][CH2:19][C@:5]2([CH3:6])[C:4](=[O:21])[CH2:3]1)[C@@H:16]1[C:11](=[CH:12][C:13](=[O:20])[CH2:14][CH2:15]1)[CH2:10][CH2:9]3.[C:22](Cl)(=[O:29])[C:23]1[CH:28]=[CH:27][CH:26]=[CH:25][CH:24]=1.O>N1C=CC=CC=1>[C:22]([O:1][C@@H:2]1[C@H:7]2[C@H:8]3[C@H:17]([CH2:18][CH2:19][C@:5]2([CH3:6])[C:4](=[O:21])[CH2:3]1)[C@@H:16]1[C:11](=[CH:12][C:13](=[O:20])[CH2:14][CH2:15]1)[CH2:10][CH2:9]3)(=[O:29])[C:23]1[CH:28]=[CH:27][CH:26]=[CH:25][CH:24]=1. The reactants are O[C@H]1CC([C@]2(C)[C@@H]1[C@@H]1CCC3=CC(CC[C@@H]3[C@H]1CC2)=O)=O (15α-hydroxy-4-estrene-3,17-dione), C(C1=CC=CC=C1)(=O)Cl (benzoyl chloride), O (water). Reported procedure: A solution of 69.2 g of 15α-hydroxy-4-estrene-3,17-dione in 408 ml of pyridine is combined under ice cooling with 46.4 ml of benzoyl chloride and stirred for one hour under cooling. Then the mixture is combined with 5.7 ml of water and agitated for 3 hours at room temperature and precipitated into ice water. The thus-formed precipitate is filtered off, washed with water, and dried, thus yielding 98.7 g of 15α-benzoyloxy-4-estrene-3,17-dione. The product is C(C1=CC=CC=C1)(=O)O[C@H]1CC([C@]2(C)[C@@H]1[C@@H]1CCC3=CC(CC[C@@H]3[C@H]1CC2)=O)=O (15α-benzoyloxy-4-estrene-3,17-dione). Run in N1=CC=CC=C1 (pyridine). Reaction conditions: time 1 hour.